Dataset: the Open Reaction Database (ORD), a public repository of structured organic reaction records. Task: describe an organic reaction: reactants, conditions, products, and yield The reactants are C[Si](C)(C)C=[N+]=[N-] (Trimethylsilyldiazomethane), [Si](C)(C)(C(C)(C)C)OCCCN1C(C2=CC(=C(C=C2[C@@H]([C@@H]1C1=C(C=CC=C1)NC(=O)OC)C(=O)O)OC)OC)=O (cis-2-[3-(tert-Butyldimethylsilyloxy)propyl]-6,7-dimethoxy-3-(2-(methoxycarbonylamino)phenyl)-1-oxo-1,2,3,4-tetrahydroisoquinoline-4-carboxylic Acid), [OH-].[K+] (KOH), C(#N)C1=C(C(=O)C(=C(C1=O)Cl)Cl)C#N (DDQ). Solvent: O (water), CO (methanol), C1CCOC1 (THF), O.C(CO)O (water ethylene glycol), C(C)(=O)O (acetic acid). Conditions: temperature -10 celsius, time 37.5 minute. The product is OCCCN1C(C2=C(C=3C(NC4=C(C13)C=CC=C4)=O)C=C(C(=C2)OC)OC)=O (5-(3-Hydroxypropyl)-8,9-dimethoxydibenzo[c,h][1,6]naphthyridine-6,11(5H,12H)-dione). Yield: 33.2%. As a reaction SMILES: C[Si](C=[N+]=[N-])(C)C.[Si]([O:15][CH2:16][CH2:17][CH2:18][N:19]1[C@@H:28]([C:29]2[CH:34]=[CH:33][CH:32]=[CH:31][C:30]=2[NH:35][C:36]([O:38]C)=O)[C@@H:27](C(O)=O)[C:26]2[C:21](=[CH:22][C:23]([O:45][CH3:46])=[C:24]([O:43][CH3:44])[CH:25]=2)[C:20]1=[O:47])(C(C)(C)C)(C)C.C(C1C(=O)C(Cl)=C(Cl)C(=O)C=1C#N)#N.[OH-].[K+]>CO.C1COCC1.O.C(O)CO.O.C(O)(=O)C>[OH:15][CH2:16][CH2:17][CH2:18][N:19]1[C:28]2[C:29]3[CH:34]=[CH:33][CH:32]=[CH:31][C:30]=3[NH:35][C:36](=[O:38])[C:27]=2[C:26]2[CH:25]=[C:24]([O:43][CH3:44])[C:23]([O:45][CH3:46])=[CH:22][C:21]=2[C:20]1=[O:47] |f:3.4,7.8|. Reported procedure: Trimethylsilyldiazomethane (0.12 mL, 2.0 M in diethyl ether, 0.25 mmol) was added dropwise to a suspension of 22 (110 mg, 0.19 mmol) in methanol (1 mL) and THF (3 mL) at −10 to 0° C., and the mixture was stirred at −10° C. for 30-45 min after addition. The solvent was removed under reduced pressure at 20-25° C. The residue (24, cis-trans mixture) was dissolved in anhydrous 1,4-dioxane (5 mL) and DDQ (100 mg, 0.44 mmol) was added to the solution. The reaction mixture was heated at reflux for 3-4 ... The reactants are CN(C)C(=O)Oc2ccc1ccc(N(C)C)cc1c2 (substrate), CCO[Si](OCC)(OCC)c1cccc(C)c1 (effective_coupling_partner). Reagents/catalysts: dcype. Run at temperature 120 celsius, time 12 hour. Product: Cc3cccc(c2ccc1ccc(N(C)C)cc1c2)c3. The product is NC(CC(=O)N)C1=CC=C(C=C1)Cl (3-amino-3-(4-chlorophenyl)propanamide). Reactants: Cl (HCl), O1CCOCC1 (1,4 dioxane), NC(CC(C1=CC=C(C=C1)Cl)NC(OC(C)(C)C)=O)=O (tert-butyl 3-amino-1-(4-chlorophenyl)-3-oxopropylcarbamate), NC(CC(C1=CC=C(C=C1)Cl)NC(OC(C)(C)C)=O)=O (tert-butyl 3-amino-1-(4-chlorophenyl)-3-oxopropylcarbamate). Reported procedure: HCl (4M) in 1,4 dioxane (1.674 mL, 6.69 mmol) was added to tert-butyl 3-amino-1-(4-chlorophenyl)-3-oxopropylcarbamate (Intermediate 106) (200 mg, 0.67 mmol) in DCM (20 mL) at 20° C. The resulting solution was stirred at 20° C. for 4 hours. The reaction mixture was evaporated and was purified by ion exchange chromatography, using an SCX column. The desired product was eluted from the column using 7M NH3/MeOH and pure fractions were evaporated to dryness to afford 3-amino-3-(4-chlorophenyl)propana... The solvent is C(Cl)Cl (DCM). RXN SMILES: Cl.O1CCOCC1.[NH2:8][C:9](=[O:27])[CH2:10][CH:11]([NH:19]C(=O)OC(C)(C)C)[C:12]1[CH:17]=[CH:16][C:15]([Cl:18])=[CH:14][CH:13]=1>C(Cl)Cl>[NH2:19][CH:11]([C:12]1[CH:13]=[CH:14][C:15]([Cl:18])=[CH:16][CH:17]=1)[CH2:10][C:9]([NH2:8])=[O:27]. Yield: 34.6%. Reaction conditions: temperature 20 celsius, time 4 hour.